This data is from the Open Reaction Database (ORD), a public repository of structured organic reaction records. The task is: describe an organic reaction: reactants, conditions, products, and yield Reactants: COC(CCC1=C(C=CC=C1)OCCCC\C=C\C1=CC=C(C=C1)OC)=O (3-[2-[6-(4-methoxyphenyl)-(5E)5-hexenyloxy]-phenyl]-propionic acid methyl ester), C(C)(=O)OCC (ethyl acetate), Cl (hydrochloric acid). Solvent: CO (methanol), [OH-].[K+] (potassium hydroxide). Product: COC1=CC=C(C=C1)/C=C/CCCCOC1=C(C=CC=C1)CCC(=O)O (3-[2-[6-(4-Methoxyphenyl)-(5E)-5-hexenyloxy]-phenyl]-propionic acid). The yield is 95.6%. Reaction SMILES: C[O:2][C:3](=[O:27])[CH2:4][CH2:5][C:6]1[CH:11]=[CH:10][CH:9]=[CH:8][C:7]=1[O:12][CH2:13][CH2:14][CH2:15][CH2:16]/[CH:17]=[CH:18]/[C:19]1[CH:24]=[CH:23][C:22]([O:25][CH3:26])=[CH:21][CH:20]=1.Cl.C(OCC)(=O)C>CO.[OH-].[K+]>[CH3:26][O:25][C:22]1[CH:23]=[CH:24][C:19](/[CH:18]=[CH:17]/[CH2:16][CH2:15][CH2:14][CH2:13][O:12][C:7]2[CH:8]=[CH:9][CH:10]=[CH:11][C:6]=2[CH2:5][CH2:4][C:3]([OH:27])=[O:2])=[CH:20][CH:21]=1 |f:4.5|. Procedure details: A solution of 100 mg of 3-[2-[6-(4-methoxyphenyl)-(5E)5-hexenyloxy]-phenyl]-propionic acid methyl ester in 2 ml of methanol and 2 ml of in potassium hydroxide solution is stirred for 2 1/2 hours at room temperature. The reaction mixture is acidified to pH 1 with 2 n hydrochloric acid and shaken out with ethyl acetate, the organic phase is dried on sodium sulfate and concentrated by evaporation. 92 mg of the title compound is obtained as oil.